Dataset: the Open Reaction Database (ORD), a public repository of structured organic reaction records. Task: describe an organic reaction: reactants, conditions, products, and yield Starting materials: O=C([O-])[O-], CI, CS(C)=O, ClC(Cl)Cl, [K+], [K+], CSc1ncc(C#N)c(-c2cnc3c(O)cccn23)n1. Yields the product COc1cccn2c(-c3nc(SC)ncc3C#N)cnc12. RXN SMILES: [C:21](=[O:22])([O-:23])[O-:24].[CH3:27][I:28].[CH3:29][S:30]([CH3:31])=[O:32].[CH:33]([Cl:34])([Cl:35])[Cl:36].[K+:25].[K+:26].[OH:1][c:2]1[c:3]2[n:4]([cH:5][cH:6][cH:7]1)[c:8](-[c:11]1[n:12][c:13]([S:19][CH3:20])[n:14][cH:15][c:16]1[C:17]#[N:18])[cH:9][n:10]2>>[O:1]([c:2]1[c:3]2[n:4]([cH:5][cH:6][cH:7]1)[c:8](-[c:11]1[n:12][c:13]([S:19][CH3:20])[n:14][cH:15][c:16]1[C:17]#[N:18])[cH:9][n:10]2)[CH3:21]. The reactants are C(=O)(O)[O-].[Na+] (NaHCO3), C(C1=CC=CC=C1)(=O)Cl (benzoyl chloride), CCN(C(C)C)C(C)C (DIEA), C(C1=CC=CC=C1)(=O)Cl (Benzoyl chloride), Cl.N1C=NC(=C1)CN1C[C@H](N(CC2=C1C=CC(=C2)C#N)S(=O)(=O)C)CC2=CC=CC=C2 ((R)-2,3,4,5-Tetrahydro-1-(1H-imidazol-4-ylmethyl)-4-(methylsulfonyl)-3-(phenylmethyl)-1H-1,4-benzodiazepine-7-carbonitrile, monohydrochloride), CCN(C(C)C)C(C)C (DIEA). Solvent: C(Cl)(Cl)Cl (chloroform), ClCCl (dichloromethane). Conditions: time 2 day. Yields the product C(#N)C=1C=CC2=C(CN([C@@H](CN2CC=2N=CN(C2)C(=O)OC(C)(C)C)CC2=CC=CC=C2)S(=O)(=O)C)C1 ((R)-7-cyano-2,3,4,5-tetrahydro-1-[(((1,1-dimethylethoxy)carbonyl)-1H-imidazol-4-yl)methyl]-4-(methylsuIfonyl)-3-(phenylmethyl)-1H-1,4-benzodiazepine), Cl.N1C=NC(=C1)CN1C(CN(CC2=C1C=CC=C2)S(=O)(=O)C)CCC2=CC=CC=C2 (2,3,4,5-Tetrahydro-1-(1H-imidazol-4-ylmethyl)-4-(methylsulfonyl)-2-(2-phenylethyl)-1H-1,4-benzodiazepine, monohydrochloride). Isolated yield 77.0%. As a reaction SMILES: [C:1]([Cl:9])(=O)[C:2]1[CH:7]=[CH:6][CH:5]=[CH:4][CH:3]=1.Cl.[NH:11]1[CH:15]=[C:14]([CH2:16][N:17]2[C:23]3[CH:24]=[CH:25][C:26]([C:28]#[N:29])=[CH:27][C:22]=3[CH2:21][N:20]([S:30]([CH3:33])(=[O:32])=[O:31])[C@H:19]([CH2:34][C:35]3[CH:40]=[CH:39][CH:38]=[CH:37][CH:36]=3)[CH2:18]2)[N:13]=[CH:12]1.[CH3:41]CN(C(C)C)C(C)C.[C:50]([O-])([OH:52])=[O:51].[Na+]>ClCCl.C(Cl)(Cl)Cl>[C:28]([C:26]1[CH:25]=[CH:24][C:23]2[N:17]([CH2:16][C:14]3[N:13]=[CH:12][N:11]([C:50]([O:52][C:2]([CH3:7])([CH3:3])[CH3:1])=[O:51])[CH:15]=3)[CH2:18][C@@H:19]([CH2:34][C:35]3[CH:36]=[CH:37][CH:38]=[CH:39][CH:40]=3)[N:20]([S:30]([CH3:33])(=[O:31])=[O:32])[CH2:21][C:22]=2[CH:27]=1)#[N:29].[ClH:9].[NH:11]1[CH:15]=[C:14]([CH2:16][N:17]2[C:23]3[CH:24]=[CH:25][CH:26]=[CH:27][C:22]=3[CH2:21][N:20]([S:30]([CH3:33])(=[O:32])=[O:31])[CH2:19][CH:18]2[CH2:41][CH2:1][C:2]2[CH:7]=[CH:6][CH:5]=[CH:4][CH:3]=2)[N:13]=[CH:12]1 |f:1.2,4.5,9.10|. Reported procedure: Benzoyl chloride (2.2 mL, 1.9 mmol) was added to a solution of Compound C of Example 248 and DIEA (0.32 mL, 1.99 mmol) in dichloromethane (3 mL) at 0° C. under argon. The solution was slowly warmed to rt. At 15 and 30 hr, 0.5 equivalents of benzoyl chloride and DIEA were added. After stirring for 2 days, the mixture was diluted with chloroform (20 mL) and NaHCO3 (5 mL). The layers were separated, the aqueous layer was extracted with chloroform (2×15 mL). The combined organic extracts were washed... The yield is 97.0%. Product: C(C)(C)(C)NS(=O)(=O)C=1C=C(C=CC1)C1=CC(=CC=C1)C=1CC(NC2=C(N1)C=C(C(=C2)C(F)(F)F)C)=O (3′-(8-Methyl-4-oxo-7-trifluoromethyl-4,5-dihydro-3H-benzo[b][1,4]diazepin-2-yl)-biphenyl-3-sulfonic acid tert-butylamide), solid. Reaction SMILES: Br[C:2]1[CH:3]=[C:4]([C:8]2[CH2:14][C:13](=[O:15])[NH:12][C:11]3[CH:16]=[C:17]([C:21]([F:24])([F:23])[F:22])[C:18]([CH3:20])=[CH:19][C:10]=3[N:9]=2)[CH:5]=[CH:6][CH:7]=1.[C:25]([NH:29][S:30]([C:33]1[CH:34]=[C:35](B(O)O)[CH:36]=[CH:37][CH:38]=1)(=[O:32])=[O:31])([CH3:28])([CH3:27])[CH3:26]>>[C:25]([NH:29][S:30]([C:33]1[CH:38]=[C:37]([C:2]2[CH:7]=[CH:6][CH:5]=[C:4]([C:8]3[CH2:14][C:13](=[O:15])[NH:12][C:11]4[CH:16]=[C:17]([C:21]([F:22])([F:23])[F:24])[C:18]([CH3:20])=[CH:19][C:10]=4[N:9]=3)[CH:3]=2)[CH:36]=[CH:35][CH:34]=1)(=[O:32])=[O:31])([CH3:28])([CH3:26])[CH3:27]. The reactants are BrC=1C=C(C=CC1)C1=NC2=C(NC(C1)=O)C=C(C(=C2)C)C(F)(F)F (4-(3-bromo-phenyl)-7-methyl-8-trifluoromethyl-1,3-dihydro-benzo[b][1,4]diazepin-2-one), C(C)(C)(C)NS(=O)(=O)C=1C=C(C=CC1)B(O)O (3-tert-butylsulfamoyl-benzeneboronic acid). Procedure details: The title compound was prepared from 4-(3-bromo-phenyl)-7-methyl-8-trifluoromethyl-1,3-dihydro-benzo[b][1,4]diazepin-2-one (Example B.1) (200 mg, 0.50 mmol) and commercially available 3-tert-butylsulfamoyl-benzeneboronic acid [CAS-no. 221290-14-8] (155 mg, 0.60 mmol) according to the general procedure II. Obtained as a light yellow solid (275 mg, 97%). MS (ISP) 530.1 [(M+H)+]; mp 133° C. (dec). The reactants are [Cl-].[NH4+] (ammonium chloride), FC1=C(C=O)C=C(C=C1)F (2,5-difluorobenzaldehyde), C(C)(C)[Mg]Cl (isopropylmagnesium chloride), BrC1=NC=CC=C1C (2-bromo-3-methylpyridine). Solvent: O1CCCC1 (tetrahydrofuran), O1CCCC1 (tetrahydrofuran). Conditions: time 60 minute. Product: Cl.ClC(C1=NC=CC=C1C)C1=C(C=CC(=C1)F)F (2-[Chloro-(2,5-difluorophenyl)methyl]-3-methylpyridine hydrochloride). Reaction SMILES: C([Mg][Cl:5])(C)C.Br[C:7]1[C:12]([CH3:13])=[CH:11][CH:10]=[CH:9][N:8]=1.[F:14][C:15]1[CH:22]=[CH:21][C:20]([F:23])=[CH:19][C:16]=1[CH:17]=O.[Cl-].[NH4+]>O1CCCC1>[ClH:5].[Cl:5][CH:17]([C:16]1[CH:19]=[C:20]([F:23])[CH:21]=[CH:22][C:15]=1[F:14])[C:7]1[C:12]([CH3:13])=[CH:11][CH:10]=[CH:9][N:8]=1 |f:3.4,6.7|. Reported procedure: Under an argon atmosphere, a tetrahydrofuran solution (1.5 ml, 3 mmol) of isopropylmagnesium chloride was added dropwise to a tetrahydrofuran (2.0 ml) solution of 2-bromo-3-methylpyridine (510 mg, 3 mmol) under ice cooling and the mixture was stirred at room temperature for 60 minutes. Under ice cooling, 2,5-difluorobenzaldehyde (328 μl, 3 mmol) was added dropwise to the resulting brown solution. The temperature of the reaction mixture was then raised gradually to room temperature. After additio... The reactants are CCCC[N+](CCCC)(CCCC)CCCC, CCOC(C)=O, [F-], C1CCOC1, COCC#Cc1cnc2c(c1)cc(C(=CC1CCCC1)c1ccc(S(C)(=O)=O)cc1)n2S(=O)(=O)c1ccccc1. The product is COCC#Cc1cnc2[nH]c(C(=CC3CCCC3)c3ccc(S(C)(=O)=O)cc3)cc2c1. As a reaction SMILES: [CH3:42][CH2:43][CH2:44][CH2:45][N+:46]([CH2:47][CH2:48][CH2:49][CH3:50])([CH2:51][CH2:52][CH2:53][CH3:54])[CH2:55][CH2:56][CH2:57][CH3:58].[CH3:64][CH2:65][O:66][C:67](=[O:68])[CH3:69].[F-:41].[O:59]1[CH2:60][CH2:61][CH2:62][CH2:63]1.[c:1]1([S:2](=[O:3])(=[O:4])[n:10]2[c:11]([C:24](=[CH:25][CH:26]3[CH2:27][CH2:28][CH2:29][CH2:30]3)[c:31]3[cH:32][cH:33][c:34]([S:37](=[O:38])(=[O:39])[CH3:40])[cH:35][cH:36]3)[cH:12][c:13]3[c:14]2[n:15][cH:16][c:17]([C:19]#[C:20][CH2:21][O:22][CH3:23])[cH:18]3)[cH:5][cH:6][cH:7][cH:8][cH:9]1>>[nH:10]1[c:11]([C:24](=[CH:25][CH:26]2[CH2:27][CH2:28][CH2:29][CH2:30]2)[c:31]2[cH:32][cH:33][c:34]([S:37](=[O:38])(=[O:39])[CH3:40])[cH:35][cH:36]2)[cH:12][c:13]2[c:14]1[n:15][cH:16][c:17]([C:19]#[C:20][CH2:21][O:22][CH3:23])[cH:18]2. Reactants: C1(=CC=CC=C1)S(=O)(=O)C=1C(=NN2C1N=C(C=C2Cl)C(C)C)SC (3-benzenesulphonyl-7-chloro-5-isopropyl-2-methylsulphanyl-pyrazolo[1,5-a]pyrimidine), N (NH3). The solvent is CO (MeOH). Yields the product C1(=CC=CC=C1)S(=O)(=O)C=1C(=NN2C1N=C(C=C2N)C(C)C)SC (3-benzenesulphonyl-5-isopropyl-2-methylsulphanyl-pyrazolo[1,5-a]pyrimidin-7-ylamine). Reaction SMILES: [C:1]1([S:7]([C:10]2[C:11]([S:23][CH3:24])=[N:12][N:13]3[C:18](Cl)=[CH:17][C:16]([CH:20]([CH3:22])[CH3:21])=[N:15][C:14]=23)(=[O:9])=[O:8])[CH:6]=[CH:5][CH:4]=[CH:3][CH:2]=1.[NH3:25]>CO>[C:1]1([S:7]([C:10]2[C:11]([S:23][CH3:24])=[N:12][N:13]3[C:18]([NH2:25])=[CH:17][C:16]([CH:20]([CH3:22])[CH3:21])=[N:15][C:14]=23)(=[O:9])=[O:8])[CH:6]=[CH:5][CH:4]=[CH:3][CH:2]=1. Procedure: In an analogous manner to that described in Example 4, from 3-benzenesulphonyl-7-chloro-5-isopropyl-2-methylsulphanyl-pyrazolo[1,5-a]pyrimidine and NH3 in MeOH there was obtained 3-benzenesulphonyl-5-isopropyl-2-methylsulphanyl-pyrazolo[1,5-a]pyrimidin-7-ylamine as colorless crystals, m.p. 210-211°. The reactants are CCCN1CC2CC(c3ccc(NS(=O)(=O)c4ccc(Br)cc4)cc3)C2C1, COCC1CCCN1, C1CCOC1. Yields the product CCCN1CC2CC(c3ccc(NS(=O)(=O)c4ccc(N5CCCC5COC)cc4)cc3)C2C1. Reaction SMILES: [Br:1][c:2]1[cH:3][cH:4][c:5]([S:8](=[O:9])(=[O:10])[NH:11][c:12]2[cH:13][cH:14][c:15]([CH:18]3[CH:19]4[CH2:20][N:21]([CH2:25][CH2:26][CH3:27])[CH2:22][CH:23]4[CH2:24]3)[cH:16][cH:17]2)[cH:6][cH:7]1.[CH3:28][O:29][CH2:30][CH:31]1[NH:32][CH2:33][CH2:34][CH2:35]1.[O:36]1[CH2:37][CH2:38][CH2:39][CH2:40]1>>[c:2]1([N:32]2[CH:31]([CH2:30][O:29][CH3:28])[CH2:35][CH2:34][CH2:33]2)[cH:3][cH:4][c:5]([S:8](=[O:9])(=[O:10])[NH:11][c:12]2[cH:13][cH:14][c:15]([CH:18]3[CH:19]4[CH2:20][N:21]([CH2:25][CH2:26][CH3:27])[CH2:22][CH:23]4[CH2:24]3)[cH:16][cH:17]2)[cH:6][cH:7]1. The reactants are ClC1=CC=C(C=C1)N1C=CC(C=C1)=O (1-(4-chlorophenyl)-4(1H)-pyridinone), FS(=O)(=O)OC (methyl fluorosulfonate). The solvent is C(OC)COC (dimethoxyethane). Run at time 1 hour. The product is FS(=O)(=O)[O-].ClC1=CC=C(C=C1)[N+]1=CC=C(C=C1)OC (1-(4-Chlorophenyl)-4-methoxypyridinium Fluorosulfonate). Reaction SMILES: [Cl:1][C:2]1[CH:7]=[CH:6][C:5]([N:8]2[CH:13]=[CH:12][C:11](=[O:14])[CH:10]=[CH:9]2)=[CH:4][CH:3]=1.[F:15][S:16]([O:19][CH3:20])(=[O:18])=[O:17]>C(COC)OC>[F:15][S:16]([O-:19])(=[O:18])=[O:17].[Cl:1][C:2]1[CH:7]=[CH:6][C:5]([N+:8]2[CH:9]=[CH:10][C:11]([O:14][CH3:20])=[CH:12][CH:13]=2)=[CH:4][CH:3]=1 |f:3.4|. Procedure: A solution of 18.7 g. (0.091 mole) of dried 1-(4-chlorophenyl)-4(1H)-pyridinone prepared by the process set forth in D. Vorlander, Ber., 58, 1908 (1925)! in 160 ml. of dimethoxyethane was heated to reflux. Without further external heating, 14.2 g. (0.123 mole) of methyl fluorosulfonate was added gradually. The mixture boiled vigorously during the addition and crystalline product started to separate. After the addition was complete, the mixture was stirred at room temperature for 1 hour and then ... The reactants are O=C(c1cccc(Br)c1)c1ncc[nH]1, FC(F)(F)Oc1ccc(Br)cc1, C1CCOC1, CCOC(C)=O, [Cl-], [Cu]I, [Mg], [NH4+], O. Product: OC(c1ccc(OC(F)(F)F)cc1)(c1cccc(Br)c1)c1ncc[nH]1. As a reaction SMILES: [Br:14][c:15]1[cH:16][c:17]([C:18](=[O:19])[c:20]2[nH:21][cH:22][cH:23][n:24]2)[cH:25][cH:26][cH:27]1.[Br:2][c:3]1[cH:4][cH:5][c:6]([O:9][C:10]([F:11])([F:12])[F:13])[cH:7][cH:8]1.[CH2:28]1[O:29][CH2:30][CH2:31][CH2:32]1.[CH3:33][CH2:34][O:35][C:36](=[O:37])[CH3:38].[Cl-:40].[Cu:42][I:43].[Mg:1].[NH4+:41].[OH2:39]>>[c:3]1([C:18]([c:17]2[cH:16][c:15]([Br:14])[cH:27][cH:26][cH:25]2)([OH:19])[c:20]2[n:21][cH:22][cH:23][nH:24]2)[cH:4][cH:5][c:6]([O:9][C:10]([F:11])([F:12])[F:13])[cH:7][cH:8]1. Procedure details: One gram of 2,6-dinitro-4-t-butylchlorobenzene was allowed to react with one gram of sec-butylamine by adding the amine dropwise to a refluxing mixture of 50 ml. dry toluene, and the 2,6-dinitro-4-t-butylchlorobenzene. After complete addition, the mixture was refluxed eight hours, cooled to room temperature, the amine hydrochloride filtered off, and toluene and unreacted amine were removed under reduced pressure. The thick material that resulted was dissolved in hot ethanol and the product was c... The product is C(C)(CC)NC1=C(C=C(C=C1[N+](=O)[O-])C(C)(C)C)[N+](=O)[O-] (N-sec-butyl-2,6-dinitro-4-t-butylaniline). The reactants are [N+](=O)([O-])C1=C(C(=CC(=C1)C(C)(C)C)[N+](=O)[O-])Cl (2,6-dinitro-4-t-butylchlorobenzene), C1(=CC=CC=C1)C (toluene), [N+](=O)([O-])C1=C(C(=CC(=C1)C(C)(C)C)[N+](=O)[O-])Cl (2,6-dinitro-4-t-butylchlorobenzene), C(C)(CC)N (sec-butylamine), amine. RXN SMILES: [N+:1]([C:4]1[CH:9]=[C:8]([C:10]([CH3:13])([CH3:12])[CH3:11])[CH:7]=[C:6]([N+:14]([O-:16])=[O:15])[C:5]=1Cl)([O-:3])=[O:2].[CH:18]([NH2:22])([CH2:20][CH3:21])[CH3:19].C1(C)C=CC=CC=1>C(O)C>[CH:18]([NH:22][C:5]1[C:4]([N+:1]([O-:3])=[O:2])=[CH:9][C:8]([C:10]([CH3:13])([CH3:12])[CH3:11])=[CH:7][C:6]=1[N+:14]([O-:16])=[O:15])([CH2:20][CH3:21])[CH3:19]. Run in C(C)O (ethanol).